Task: describe an organic reaction: reactants, conditions, products, and yield. Dataset: the Open Reaction Database (ORD), a public repository of structured organic reaction records The reactants are O=C(Cl)c1ccccc1OC(F)(F)F, CN1CCC(C(=O)c2cccc(N)c2)CC1. The product is CN1CCC(C(=O)c2cccc(NC(=O)c3ccccc3OC(F)(F)F)c2)CC1. RXN SMILES: [F:17][C:18]([O:19][c:20]1[c:21]([C:22](=[O:23])[Cl:24])[cH:25][cH:26][cH:27][cH:28]1)([F:29])[F:30].[NH2:1][c:2]1[cH:3][c:4]([C:5](=[O:6])[CH:7]2[CH2:8][CH2:9][N:10]([CH3:13])[CH2:11][CH2:12]2)[cH:14][cH:15][cH:16]1>>[NH:1]([c:2]1[cH:3][c:4]([C:5](=[O:6])[CH:7]2[CH2:8][CH2:9][N:10]([CH3:13])[CH2:11][CH2:12]2)[cH:14][cH:15][cH:16]1)[C:22]([c:21]1[c:20]([O:19][C:18]([F:17])([F:29])[F:30])[cH:28][cH:27][cH:26][cH:25]1)=[O:23].